This data is from the Open Reaction Database (ORD), a public repository of structured organic reaction records. The task is: describe an organic reaction: reactants, conditions, products, and yield Starting materials: Cl.ClCCOCC1=NC=CC=C1 (2-(2-chloroethoxymethyl)pyridine hydrochloride), [N-]=[N+]=[N-].[Na+] (sodium azide). The solvent is CN(C=O)C (dimethylformamide). Run at time 8 hour. Yields the product N(=[N+]=[N-])CCOCC1=NC=CC=C1 (2-(2-azidoethoxymethyl)pyridine). RXN SMILES: Cl.Cl[CH2:3][CH2:4][O:5][CH2:6][C:7]1[CH:12]=[CH:11][CH:10]=[CH:9][N:8]=1.[N-:13]=[N+:14]=[N-:15].[Na+]>CN(C)C=O>[N:13]([CH2:3][CH2:4][O:5][CH2:6][C:7]1[CH:12]=[CH:11][CH:10]=[CH:9][N:8]=1)=[N+:14]=[N-:15] |f:0.1,2.3|. Procedure details: A stirred suspension of 2-(2-chloroethoxymethyl)pyridine hydrochloride and sodium azide (9.8 g.) in dry dimethylformamide (103 ml.) is maintained at 95° for 5 hours and then set aside overnight at room temperature. Following dilution with water and filtration, the filtrate is concentrated and the residue purified by chromatography on a dry column of alumina using ethanol. The product is basified with potassium carbonate (6.5 g.) in water (3 ml.) and the anhydrous residue is extracted with isopro...